Dataset: the Open Reaction Database (ORD), a public repository of structured organic reaction records. Task: describe an organic reaction: reactants, conditions, products, and yield Starting materials: Cc1cc2c(cc1C#C[Si](C)(C)C)C(C)(C)CCS2, CC(C)O, [K+], [OH-]. The product is C#Cc1cc2c(cc1C)SCCC2(C)C. Reaction SMILES: [CH3:1][Si:2]([CH3:3])([CH3:4])[C:5]#[C:6][c:7]1[cH:8][c:9]2[c:14]([cH:15][c:16]1[CH3:17])[S:13][CH2:12][CH2:11][C:10]2([CH3:18])[CH3:19].[CH:22]([OH:23])([CH3:24])[CH3:25].[K+:21].[OH-:20]>>[CH:5]#[C:6][c:7]1[cH:8][c:9]2[c:14]([cH:15][c:16]1[CH3:17])[S:13][CH2:12][CH2:11][C:10]2([CH3:18])[CH3:19].